Dataset: the Open Reaction Database (ORD), a public repository of structured organic reaction records. Task: describe an organic reaction: reactants, conditions, products, and yield Starting materials: OC=1C=C(C[C@H]2C(N3CCC[C@@H](C(O[C@@H](C=4C=CC=C(/C=C/CC[C@H]([C@H](C(N[C@H](C(N2)=O)C(C)C)=O)C)OC)C4)C)=O)N3)=O)C=CC1 ((E)-(2R,5S,11S,14S,17R,18R)-11-(3-hydroxy-benzyl)-14-isopropyl-18-methoxy-2,17-dimethyl-3-oxa-9,12,15,28-tetraaza-tricyclo[21.3.1.1*5,9*]octacosa-1(27),21,23,25-tetraene-4,10,13,16-tetraone). Reagents/catalysts: [Pd] (palladium on carbon). The solvent is C(C)(=O)OCC (ethyl acetate). Run at time 1 hour. The product is OC=1C=C(C[C@H]2C(N3CCC[C@@H](C(O[C@@H](C=4C=CC=C(CCCC[C@H]([C@H](C(N[C@H](C(N2)=O)C(C)C)=O)C)OC)C4)C)=O)N3)=O)C=CC1 ((2R,5S,11S,14S,17R,18R)-11-(3-Hydroxy-benzyl)-14-isopropyl-18-methoxy-2,17-dimethyl-3-oxa-9,12,15,28-tetraaza-tricyclo[21.3.1.1*5,9*]octacosa-1(27),23,25-triene-4,10,13,16-tetraone). Isolated yield 46.5%. Reaction SMILES: [OH:1][C:2]1[CH:3]=[C:4]([CH:45]=[CH:46][CH:47]=1)[CH2:5][C@@H:6]1[NH:31][C:30](=[O:32])[C@H:29]([CH:33]([CH3:35])[CH3:34])[NH:28][C:27](=[O:36])[C@H:26]([CH3:37])[C@H:25]([O:38][CH3:39])[CH2:24][CH2:23][CH:22]=[CH:21][C:20]2[CH:40]=[C:16]([CH:17]=[CH:18][CH:19]=2)[C@@H:15]([CH3:41])[O:14][C:13](=[O:42])[C@H:12]2[NH:43][N:8]([CH2:9][CH2:10][CH2:11]2)[C:7]1=[O:44]>C(OCC)(=O)C.[Pd]>[OH:1][C:2]1[CH:3]=[C:4]([CH:45]=[CH:46][CH:47]=1)[CH2:5][C@@H:6]1[NH:31][C:30](=[O:32])[C@H:29]([CH:33]([CH3:35])[CH3:34])[NH:28][C:27](=[O:36])[C@H:26]([CH3:37])[C@H:25]([O:38][CH3:39])[CH2:24][CH2:23][CH2:22][CH2:21][C:20]2[CH:40]=[C:16]([CH:17]=[CH:18][CH:19]=2)[C@@H:15]([CH3:41])[O:14][C:13](=[O:42])[C@H:12]2[NH:43][N:8]([CH2:9][CH2:10][CH2:11]2)[C:7]1=[O:44]. Procedure: A solution of (E)-(2R,5S,11S,14S,17R,18R)-11-(3-hydroxy-benzyl)-14-isopropyl-18-methoxy-2,17-dimethyl-3-oxa-9,12,15,28-tetraaza-tricyclo[21.3.1.1*5,9*]octacosa-1(27),21,23,25-tetraene-4,10,13,16-tetraone (12 mg, 0.0185 mmol) in ethyl acetate (2 mL) containing 10% palladium on carbon (10 mg) was hydrogenated at room temperature and pressure for 1 hour. The reaction mixture was filtered through filter aid and the filter pad was washed with ethyl acetate. The filtrate was evaporated and the residue... Reactants: B(Br)(Br)Br (boron tribromide), COC=1C=C(C=CC1OC)C=CC1=NC(=NO1)CCCCCCCC (5-[2-(3,4-Dimethoxy-phenyl)-vinyl]-3-octyl-[1,2,4]oxadiazole), COC=1C=C(C=CC1OC)C=CC1=NC(=NO1)CCCCCCCC (5-[2-(3,4-Dimethoxy-phenyl)-vinyl]-3-octyl-[1,2,4]oxadiazole). The solvent is ClCCl (dichloromethane), ClCCl (dichloromethane). Run at time 37.5 minute. Yields the product C(CCCCCCC)C1=NOC(=N1)C=CC=1C=C(C(=CC1)O)O (4-[2-(3-Octyl-[1,2,4]oxadiazol-5-yl)-vinyl]-benzene-1,2-diol). Reaction SMILES: B(Br)(Br)Br.C[O:6][C:7]1[CH:8]=[C:9]([CH:15]=[CH:16][C:17]2[O:21][N:20]=[C:19]([CH2:22][CH2:23][CH2:24][CH2:25][CH2:26][CH2:27][CH2:28][CH3:29])[N:18]=2)[CH:10]=[CH:11][C:12]=1[O:13]C>ClCCl>[CH2:22]([C:19]1[N:18]=[C:17]([CH:16]=[CH:15][C:9]2[CH:8]=[C:7]([OH:6])[C:12]([OH:13])=[CH:11][CH:10]=2)[O:21][N:20]=1)[CH2:23][CH2:24][CH2:25][CH2:26][CH2:27][CH2:28][CH3:29]. Procedure: To a cooled solution of 0.997 mL of 1M boron tribromide (0.9 mmol) in 2 mL dichloromethane, 0.150 g (0.433 mmol) of 5-[2-(3,4-dimethoxy-phenyl)-vinyl]-3-octyl-[1,2,4]oxadiazole (compound of Example 48) dissolved in 1 mL of dichloromethane was added over a period of 15-20 min at −45° C. to −40° C. The reaction mixture was stirred at −45° C. to −40° C. for 30-45 min and allowed to attain 25° C. to 30° C. slowly, over a period of 1 h. The reaction mass was further stirred at 25° C. to 30° C. for 4-... Starting materials: BrCCCCCCBr, OCCCCc1ccccn1. Yields the product BrCCCCCCOCCCCc1ccccn1. Reaction SMILES: [Br:12][CH2:13][CH2:14][CH2:15][CH2:16][CH2:17][CH2:18][Br:19].[n:1]1[c:2]([CH2:7][CH2:8][CH2:9][CH2:10][OH:11])[cH:3][cH:4][cH:5][cH:6]1>>[n:1]1[c:2]([CH2:7][CH2:8][CH2:9][CH2:10][O:11][CH2:18][CH2:17][CH2:16][CH2:15][CH2:14][CH2:13][Br:12])[cH:3][cH:4][cH:5][cH:6]1. RXN SMILES: [CH3:1][O:2][CH2:3][CH2:4][N:5]1[C:9]2=[N:10][CH:11]=[CH:12][CH:13]=[C:8]2[C:7]([CH:14]2[CH2:19][CH2:18][NH:17][CH2:16][CH2:15]2)=[CH:6]1.[CH3:20][O:21][C:22](=[O:31])[C:23]1[CH:28]=[CH:27][CH:26]=[C:25]([CH2:29]Br)[CH:24]=1.C(=O)([O-])[O-].[K+].[K+].[I-].[Na+]>CCCC(=O)C.O>[CH3:20][O:21][C:22](=[O:31])[C:23]1[CH:28]=[CH:27][CH:26]=[C:25]([CH2:29][N:17]2[CH2:18][CH2:19][CH:14]([C:7]3[C:8]4[C:9](=[N:10][CH:11]=[CH:12][CH:13]=4)[N:5]([CH2:4][CH2:3][O:2][CH3:1])[CH:6]=3)[CH2:15][CH2:16]2)[CH:24]=1 |f:2.3.4,5.6|. Reactants: COCCN1C=C(C=2C1=NC=CC2)C2CCNCC2 (1-(2-methoxyethyl)-3-piperidin-4-yl-1H-pyrrolo[2,3-b]pyridine), COC(C1=CC(=CC=C1)CBr)=O (3-bromomethylbenzoic acid methyl ester), C([O-])([O-])=O.[K+].[K+] (potassium carbonate), [I-].[Na+] (sodium iodide). Procedure details: 0.42 g (1.62 mmol) of 1-(2-methoxyethyl)-3-piperidin-4-yl-1H-pyrrolo[2,3-b]pyridine and 0.45 g (1.94 mmol) of 3-bromomethylbenzoic acid methyl ester were solved in 9 ml of 4-methyl-2-butanone and 0.67 g (4.86 mmol) of potassium carbonate and 0.02 g (0.16 mmol) of sodium iodide were added. The mixture was refluxed for 18 hours and, after cooling, water was added, the organic layer separated and washed with water and brine. The solvent was distilled off. The crude material weighed 0.67 g and was u... Run in CCCC(C)=O (4-methyl-2-butanone), O (water). Product: COC(C1=CC(=CC=C1)CN1CCC(CC1)C1=CN(C2=NC=CC=C21)CCOC)=O (3-{4-[1-(2-methoxyethyl)-1H-pyrrolo[2,3-b]pyridin-3-yl]-piperidin-1-ylmethyl}-benzoic acid methyl ester). Starting materials: C(C1=CC=CC=C1)OC(=O)N1CCN(CC1)C1=NC2=CC=CC=C2C(=N1)O[C@@H]1C=C[C@@H](C1)O (2-[4-(benzyloxycarbonyl)piperazin-1-yl]-4-[(1S,4R)-(4-hydroxycyclopent-2-en-1-yl)oxy]quinazoline), C[N+]1(CCOCC1)[O-] (4-methylmorpholine N-oxide), CC(=O)C (acetone), C(C)(C)(C)O (t-butanol). The reagents and catalysts are [Os](=O)(=O)(=O)=O (osmium tetroxide). Solvent: O (water). The product is C(C1=CC=CC=C1)OC(=O)N1CCN(CC1)C1=NC2=CC=CC=C2C(=N1)O[C@@H]1[C@H]([C@H]([C@@H](C1)O)O)O (2-[4-(benzyloxycarbonyl) piperazin-1-yl]-4-[(1S,2S,3S,4R)-(2,3,4-trihydroxycyclopentan-1-yl)oxy]quinazoline). As a reaction SMILES: [CH2:1]([O:8][C:9]([N:11]1[CH2:16][CH2:15][N:14]([C:17]2[N:26]=[C:25]([O:27][C@H]3C[C@@H](O)C=C3)[C:24]3[C:19](=[CH:20][CH:21]=[CH:22][CH:23]=3)[N:18]=2)[CH2:13][CH2:12]1)=[O:10])[C:2]1[CH:7]=[CH:6][CH:5]=[CH:4][CH:3]=1.C[N+]1([O-])CC[O:38]CC1.C[C:43]([CH3:45])=[O:44].[C:46]([OH:50])([CH3:49])([CH3:48])C>O.[Os](=O)(=O)(=O)=O>[CH2:1]([O:8][C:9]([N:11]1[CH2:16][CH2:15][N:14]([C:17]2[N:26]=[C:25]([O:27][C@H:45]3[CH2:49][C@@H:46]([OH:50])[C@H:48]([OH:38])[C@@H:43]3[OH:44])[C:24]3[C:19](=[CH:20][CH:21]=[CH:22][CH:23]=3)[N:18]=2)[CH2:13][CH2:12]1)=[O:10])[C:2]1[CH:7]=[CH:6][CH:5]=[CH:4][CH:3]=1. Reported procedure: A mixture of 2-[4-(benzyloxycarbonyl)piperazin-1-yl]-4-[(1S,4R)-(4-hydroxycyclopent-2-en-1-yl)oxy]quinazoline (1.30 g), a solution of osmium tetroxide in t-butanol (osmium tetroxide 252 mg/t-butanol 18.1 g) (532 mg) and 4-methylmorpholine N-oxide (375 mg) in water (3 ml)--acetone (25 ml) is stirred at room temperature for 17 hours. Acetone is distilled off from the reaction mixture under reduced pressure, and to the resultant is added ethyl acetate, and the mixture is washed with 10% aqueous sod... Reactants: CC=1C=C(C#N)C=C(C1C#CCC(C(F)(F)F)(O)CC1(CCOC2=CC=C(C=C12)F)C)[N+](=O)[O-] (3-methyl-5-nitro-4-[5,5,5-trifluoro-4-(6-fluoro-4-methylchroman-4-ylmethyl)-4-hydroxypent-1-ynyl]benzonitrile). Reagents/catalysts: [Fe] (iron). Run in C(C)O (ethanol), C(C)(=O)O (acetic acid), C(C)(=O)OCC (ethyl acetate). Conditions: temperature 80 celsius, time 30 minute. The product is NC=1C=C(C#N)C=C(C1C#CCC(C(F)(F)F)(O)CC1(CCOC2=CC=C(C=C12)F)C)C (3-amino-5-methyl-4-[5,5,5-trifluoro-4-(6-fluoro-4-methylchroman-4-ylmethyl)-4-hydroxypent-1-ynyl]benzonitrile). The yield is 93.3%. Reaction SMILES: [CH3:1][C:2]1[CH:3]=[C:4]([CH:7]=[C:8]([N+:32]([O-])=O)[C:9]=1[C:10]#[C:11][CH2:12][C:13]([CH2:19][C:20]1([CH3:31])[C:29]2[C:24](=[CH:25][CH:26]=[C:27]([F:30])[CH:28]=2)[O:23][CH2:22][CH2:21]1)([OH:18])[C:14]([F:17])([F:16])[F:15])[C:5]#[N:6]>C(O)C.C(O)(=O)C.C(OCC)(=O)C.[Fe]>[NH2:32][C:8]1[CH:7]=[C:4]([CH:3]=[C:2]([CH3:1])[C:9]=1[C:10]#[C:11][CH2:12][C:13]([CH2:19][C:20]1([CH3:31])[C:29]2[C:24](=[CH:25][CH:26]=[C:27]([F:30])[CH:28]=2)[O:23][CH2:22][CH2:21]1)([OH:18])[C:14]([F:15])([F:16])[F:17])[C:5]#[N:6]. Procedure: A mixture of 580 mg (1.2 mmol) of 3-methyl-5-nitro-4-[5,5,5-trifluoro-4-(6-fluoro-4-methylchroman-4-ylmethyl)-4-hydroxypent-1-ynyl]benzonitrile and 1.4 g (24 mmol) of iron powder in 15 mL of ethanol and 10 mL of acetic acid was warmed to 80° C. After 30 minutes, the mixture was cooled and diluted with 50 mL of ethyl acetate and filtered through CELITE® filter aid. The filtrate was washed with three portions of saturated aqueous sodium bicarbonate, then washed with brine, dried over magnesium sul... Reaction SMILES: [C:1]([C:4]1[CH:5]=[C:6]2[C:11](=[CH:12][CH:13]=1)[NH:10][C:9](=[O:14])[CH2:8][CH2:7]2)([OH:3])=O.C1(N=C=NC2CCCCC2)CCCCC1.[OH:30][N:31]=[C:32]([C:41]1[CH:46]=[CH:45][CH:44]=[CH:43][CH:42]=1)[CH2:33][CH2:34][N:35]1[CH2:40][CH2:39][NH:38][CH2:37][CH2:36]1.CCOCC>O1CCOCC1.C(Cl)(Cl)Cl>[OH:30][N:31]=[C:32]([C:41]1[CH:46]=[CH:45][CH:44]=[CH:43][CH:42]=1)[CH2:33][CH2:34][N:35]1[CH2:36][CH2:37][N:38]([C:1]([C:4]2[CH:5]=[C:6]3[C:11](=[CH:12][CH:13]=2)[NH:10][C:9](=[O:14])[CH2:8][CH2:7]3)=[O:3])[CH2:39][CH2:40]1. The product is ON=C(CCN1CCN(CC1)C(=O)C=1C=C2CCC(NC2=CC1)=O)C1=CC=CC=C1 (6-[4-(3-hydroxyimino-3-phenylpropyl)-1-piperazinylcarbonyl]3,4-dihydrocarbostyril). Procedure: One gram of 6-carboxy-3,4-dihydrocarbostyril, 1.3 g of dicyclohexylcarbodiimide and 1.47 g of (3-hydroxyimino-3-phenylpropyl)piperazine were suspended in 10 ml of dioxane, then the suspension was stirred at 60° to 70° C. for 5 hours. After the reaction was completed, the solvent was removed by evaporation, to the residue thus obtained was added ether so as to form crystals, then the crystals were removed by filtration. The mother liquor was concentrated, then the residue thus obtained was dissol... Isolated yield 15.1%. Conditions: time 5 hour. Solvent: O1CCOCC1 (dioxane), C(Cl)(Cl)Cl (chloroform). Starting materials: C(=O)(O)C=1C=C2CCC(NC2=CC1)=O (6-carboxy-3,4-dihydrocarbostyril), CCOCC (ether), C1(CCCCC1)N=C=NC1CCCCC1 (dicyclohexylcarbodiimide), ON=C(CCN1CCNCC1)C1=CC=CC=C1 ((3-hydroxyimino-3-phenylpropyl)piperazine).